This data is from the Open Reaction Database (ORD), a public repository of structured organic reaction records. The task is: describe an organic reaction: reactants, conditions, products, and yield Starting materials: Cc1c(N2C(=O)C(CNC(=O)OC(C)(C)C)N(C)C2=O)ccc(C#N)c1Cl, ClCCl, O=C(O)C(F)(F)F. The product is C=C1C(=O)N(c2ccc(C#N)c(Cl)c2C)C(=O)N1C. Reaction SMILES: [C:1]([O:2][C:3](=[O:4])[NH:5][CH2:8][CH:9]1[N:10]([CH3:26])[C:11](=[O:25])[N:12]([c:15]2[c:16]([CH3:24])[c:17]([Cl:23])[c:18]([C:21]#[N:22])[cH:19][cH:20]2)[C:13]1=[O:14])([CH3:6])([CH3:7])[CH3:27].[Cl:28][CH2:29][Cl:30].[F:31][C:32]([F:33])([F:34])[C:35]([OH:36])=[O:37]>>[CH2:8]=[C:9]1[N:10]([CH3:26])[C:11](=[O:25])[N:12]([c:15]2[c:16]([CH3:24])[c:17]([Cl:23])[c:18]([C:21]#[N:22])[cH:19][cH:20]2)[C:13]1=[O:14]. Reactants: CO, CC(C)(C)OC(=O)N1CCC(Oc2ncccc2C2=CCOCC2)CC1. Yields the product CC(C)(C)OC(=O)N1CCC(Oc2ncccc2C2CCOCC2)CC1. RXN SMILES: [CH3:27][OH:28].[O:1]1[CH2:2][CH2:3][C:4]([c:7]2[c:8]([O:13][CH:14]3[CH2:15][CH2:16][N:17]([C:20](=[O:21])[O:22][C:23]([CH3:24])([CH3:25])[CH3:26])[CH2:18][CH2:19]3)[n:9][cH:10][cH:11][cH:12]2)=[CH:5][CH2:6]1>>[O:1]1[CH2:2][CH2:3][CH:4]([c:7]2[c:8]([O:13][CH:14]3[CH2:15][CH2:16][N:17]([C:20](=[O:21])[O:22][C:23]([CH3:24])([CH3:25])[CH3:26])[CH2:18][CH2:19]3)[n:9][cH:10][cH:11][cH:12]2)[CH2:5][CH2:6]1. Reactants: [Al+3], [Cl-], [Cl-], [Cl-], Fc1ccc(Cl)cc1, O=C1C=CC(=O)O1. The product is O=C(O)C=CC(=O)c1cc(Cl)ccc1F. RXN SMILES: [Al+3:17].[Cl-:16].[Cl-:18].[Cl-:19].[Cl:8][c:9]1[cH:10][cH:11][c:12]([F:15])[cH:13][cH:14]1.[O:1]=[C:2]1[O:3][C:4](=[O:5])[CH:6]=[CH:7]1>>[O:1]=[C:2]([OH:3])[CH:7]=[CH:6][C:4](=[O:5])[c:11]1[cH:10][c:9]([Cl:8])[cH:14][cH:13][c:12]1[F:15]. Reactants: ClC=1N=C2N(CC3(CN2)CC3)C(C1)=O (8′-chloro-1′,2′-dihydro-6′H-spiro[cyclopropane-1,3′-pyrimido[1,2-a]-pyrimidin]-6′-one), C([O-])([O-])=O.[Cs+].[Cs+] (cesium carbonate), 2,2-isopropoxyethyl methanesulfonate, O (Water), C(C)(=O)OCC (ethyl acetate). Run in CC#N (CH3CN). Run at temperature 65 celsius. The product is ClC=1N=C2N(CC3(CN2CCOC(C)C)CC3)C(C1)=O (8′-chloro-1′-(2-isopropoxyethyl)-1′,2′-dihydro-6′H-spiro[cyclopropane-1,3′-pyrimido[1,2-a]pyrimidin]-6′-one). Yield: 71.0%. As a reaction SMILES: [Cl:1][C:2]1[N:3]=[C:4]2[NH:9][CH2:8][C:7]3([CH2:11][CH2:10]3)[CH2:6][N:5]2[C:12](=[O:14])[CH:13]=1.[C:15](=O)([O-])[O-].[Cs+].[Cs+].O.[C:22]([O:25][CH2:26][CH3:27])(=O)[CH3:23]>CC#N>[Cl:1][C:2]1[N:3]=[C:4]2[N:9]([CH2:27][CH2:26][O:25][CH:22]([CH3:23])[CH3:15])[CH2:8][C:7]3([CH2:10][CH2:11]3)[CH2:6][N:5]2[C:12](=[O:14])[CH:13]=1 |f:1.2.3|. Reported procedure: 0.1 g of 8′-chloro-1′,2′-dihydro-6′H-spiro[cyclopropane-1,3′-pyrimido[1,2-a]-pyrimidin]-6′-one are suspended in 10 mL of CH3CN, 0.2 g of cesium carbonate and 0.17 g of 2,2-isopropoxyethyl methanesulfonate are added. The mixture is heated to 65° C. for 72 h. Water, ethyl acetate are added and then after decantation, the organic phase is dried with magnesium sulfate and then evaporated. The crude is purified by flash chromatography on silica gel SiO2 (CH2Cl2/MeOH, 99/1). 0.1 g (yield=71%) of 8′-ch... RXN SMILES: [CH2:1]([O:4][C:5]([NH:7][C@H:8]1[CH2:12][C:11](=[O:13])[O:10][CH:9]1[O:14][CH2:15][C:16]1[CH:21]=[CH:20][CH:19]=[CH:18][CH:17]=1)=[O:6])[CH:2]=[CH2:3].[Cl:22]C1C=CC(CO)=CC=1>>[CH2:1]([O:4][C:5]([NH:7][C@H:8]1[CH2:12][C:11](=[O:13])[O:10][CH:9]1[O:14][CH2:15][C:16]1[CH:17]=[CH:18][C:19]([Cl:22])=[CH:20][CH:21]=1)=[O:6])[CH:2]=[CH2:3]. Reactants: allyloxycarbonylamino-β-tert-butyl aspartate, C(C=C)OC(=O)N[C@@H]1C(OC(C1)=O)OCC1=CC=CC=C1 ((3S,2RS)3-allyloxycarbonylamino-2-benzyloxy-5-oxotetrahydrofuran), ClC1=CC=C(CO)C=C1 (4-chlorobenzyl alcohol). Procedure details: was synthesized from allyloxycarbonylamino-β-tert-butyl aspartate by the methods employed by Chapman (Bioorg. & Med. Chem. Lett., 2, pp.6.15-6.18 (1992)) to prepare (3S,2RS)3-allyloxycarbonylamino-2-benzyloxy-5-oxotetrahydrofuran using 4-chlorobenzyl alcohol instead of benzyl alcohol to afford 1.84 g of 2101a as a crystalline solid. Yields the product C(C=C)OC(=O)N[C@@H]1C(OC(C1)=O)OCC1=CC=C(C=C1)Cl ((3S,2RS) 3-Allyloxycarbonylamino-2-(4-chlorobenzyl)oxy-5-oxotetrahydrofuran). Run in O1CCCC1 (tetrahydrofuran), O1CCCC1 (tetrahydrofuran), O1CCCC1 (tetrahydrofuran). RXN SMILES: C([N-]C(C)C)(C)C.[Li+].C(NC(C)C)(C)C.C([Li])CCC.[O:21]=[C:22]1[CH2:27][CH2:26][O:25][CH2:24][CH2:23]1.Br[CH2:29]/[CH:30]=[CH:31]\[CH2:32][CH2:33][CH2:34][C:35]([O:37][CH3:38])=[O:36]>O1CCCC1>[CH3:38][O:37][C:35]([CH2:34][CH2:33][CH2:32]/[CH:31]=[CH:30]\[CH2:29][CH:23]1[C:22](=[O:21])[CH2:27][CH2:26][O:25][CH2:24]1)=[O:36] |f:0.1|. Reported procedure: To a solution of lithium diisopropylamide (2.40 mmol) in tetrahydrofuran (5 ml), prepared from diisopropylamine (0.35 ml) with n-butyllithium (1.7 ml, 1.5 M solution in hexane) using an usual manner, was added 4-oxotetrahydropyran (220 mg) in tetrahydrofuran (2 ml) at -78° C. and the mixture was stirred for 30 minutes at the same temperature. To the resulting solution was added methyl(Z)-7-bromo-5-heptenate (500 mg) in tetrahydrofuran (2 ml) at -78° C. After being stirred at room temperature for... Starting materials: C(C)(C)[N-]C(C)C.[Li+] (lithium diisopropylamide), C(C)(C)NC(C)C (diisopropylamine), C(CCC)[Li] (n-butyllithium), O=C1CCOCC1 (4-oxotetrahydropyran), BrC\C=C/CCCC(=O)OC (methyl(Z)-7-bromo-5-heptenate). Run at time 30 minute. Isolated yield 18.9%. Product: COC(=O)CCC\C=C/CC1COCCC1=O (3-[(Z)-6-methoxycarbonyl-2-hexenyl]-4-oxo-tetrahydropyran).